This data is from the Open Reaction Database (ORD), a public repository of structured organic reaction records. The task is: describe an organic reaction: reactants, conditions, products, and yield As a reaction SMILES: [C:1]([C:3]1[C:4]([Cl:14])=[N:5][C:6](Cl)=[CH:7][C:8]=1[C:9]([F:12])([F:11])[F:10])#[N:2].N[CH:16]([CH2:19]C)[CH2:17][OH:18].[CH:21]([NH:24]C(C)C)(C)C.ClCl>>[Cl:14][C:4]1[C:3]([C:1]#[N:2])=[C:8]([C:9]([F:12])([F:11])[F:10])[CH:7]=[C:6]([NH:24][CH2:21][CH:17]([OH:18])[CH2:16][CH3:19])[N:5]=1. Reported procedure: Neat 3-cyano-2,6-dichloro-4-trifluoromethylpyridine (0.641 g, 6 mmol) was added by pipette at a dropwise rate over 3 minutes to 2-aminobutanol (1.5 g, 6 mmol). Di-isopropylamine (0.9 g, 7 mmol) was added after 10 minutes and the resultant mixture was heated in a sealed tube at 70° C. for 30 minutes to selectively displace the chlorine at position 6 before quenching in ice-cold water and extracted with dichloromethane. Organic extracts were washed twice with water, dried over sodium sulfate and c... Product: ClC1=NC(=CC(=C1C#N)C(F)(F)F)NCC(CC)O (2-Chloro-6-(2-hydroxybutylamino)-4-(trifluoromethyl) pyridine-3-carbonitrile). Reactants: resultant mixture, C(#N)C=1C(=NC(=CC1C(F)(F)F)Cl)Cl (3-cyano-2,6-dichloro-4-trifluoromethylpyridine), NC(CO)CC (2-aminobutanol), ClCl (chlorine), C(C)(C)NC(C)C (Di-isopropylamine). Yield: 55.0%. Reactants: COC=1CCCCN1 (6-Methoxy-2,3,4,5-tetrahydropyridine), C(C)(C)NC(C)C.[Li] (lithium diisopropylamine), FC1=CC=C(C=C1)C=C(C(=O)OC)C(C(C)C)=O (methyl 3-(4-fluorophenyl)-2-isobutyrylacrylate). The solvent is C1CCOC1 (THF). Reaction conditions: temperature -60 celsius. The product is FC1=CC=C(C=C1)C(C(C(=O)OC)C(C(C)C)=O)C1C(=NCCC1)OC (methyl 2-[(4-fluorophenyl)-(2-methoxy-3,4,5,6-tetrahydro-pyridin-3-yl)-methyl]-4-methyl-3-oxo-pentanoate). Yield: 106.5%. Reaction SMILES: [CH3:1][O:2][C:3]1[CH2:4][CH2:5][CH2:6][CH2:7][N:8]=1.C(NC(C)C)(C)C.[Li].[F:17][C:18]1[CH:23]=[CH:22][C:21]([CH:24]=[C:25]([C:30](=[O:34])[CH:31]([CH3:33])[CH3:32])[C:26]([O:28][CH3:29])=[O:27])=[CH:20][CH:19]=1>C1COCC1>[F:17][C:18]1[CH:19]=[CH:20][C:21]([CH:24]([CH:4]2[CH2:5][CH2:6][CH2:7][N:8]=[C:3]2[O:2][CH3:1])[CH:25]([C:30](=[O:34])[CH:31]([CH3:32])[CH3:33])[C:26]([O:28][CH3:29])=[O:27])=[CH:22][CH:23]=1 |f:1.2,^1:15|. Procedure: 6-Methoxy-2,3,4,5-tetrahydropyridine (102.7 g, 0.91 mole) was added over 25 min to a solution of lithium diisopropylamine (1.8 M, 505 mL, 0.91 mole) in THF (1.2 L) stirring at −60° C. under nitrogen. After stirring at −60° C. for 1 h, methyl 3-(4-fluorophenyl)-2-isobutyrylacrylate (175 g, 0.70 mole) was added over 75 min keeping the temperature below −50° C. The reaction was quenched with saturated ammonium chloride (750 mL) after the reaction had stirred at −60° C. for 35 min. After the reactio... Starting materials: [H-].C(C(C)C)[Al+]CC(C)C (Diisobutylaluminium hydride), ClC1=CC(=C(C(=O)N(C)OC)C=C1)N(COC)S(=O)(=O)C1=CC(=C(C=C1)Cl)C(F)(F)F (4-chloro-2-[(4-chloro-3-trifluoromethyl-benzenesulfonyl)-methoxymethyl-amino]-N-methoxy-N-methyl-benzamide), C(C(O)C(O)C(=O)[O-])(=O)[O-].[K+].[Na+] (sodium potassium tartarate). Solvent: C1CCOC1 (THF). Product: ClC1=C(C=C(C=C1)S(=O)(=O)N(COC)C1=C(C=CC(=C1)Cl)C=O)C(F)(F)F (4-chloro-N-(5-chloro-2-formyl-phenyl)-N-methoxymethyl-3-trifluoromethyl-benzene sulfonamide). The yield is 61.7%. RXN SMILES: [H-].C([Al+]CC(C)C)C(C)C.[Cl:11][C:12]1[CH:23]=[CH:22][C:15]([C:16](N(OC)C)=[O:17])=[C:14]([N:24]([S:28]([C:31]2[CH:36]=[CH:35][C:34]([Cl:37])=[C:33]([C:38]([F:41])([F:40])[F:39])[CH:32]=2)(=[O:30])=[O:29])[CH2:25][O:26][CH3:27])[CH:13]=1.C([O-])(=O)C(C(C([O-])=O)O)O.[K+].[Na+]>C1COCC1>[Cl:37][C:34]1[CH:35]=[CH:36][C:31]([S:28]([N:24]([C:14]2[CH:13]=[C:12]([Cl:11])[CH:23]=[CH:22][C:15]=2[CH:16]=[O:17])[CH2:25][O:26][CH3:27])(=[O:29])=[O:30])=[CH:32][C:33]=1[C:38]([F:40])([F:41])[F:39] |f:0.1,3.4.5|. Procedure details: Diisobutylaluminium hydride (DIBAL-H, 1.5 M solution in toluene, 0.73 mL, 1.1 mmol) was added drop wise to a solution of 4-chloro-2-[(4-chloro-3-trifluoromethyl-benzenesulfonyl)-methoxymethyl-amino]-N-methoxy-N-methyl-benzamide (220 mg, 0.44 mmol) in THF (3 mL) at −78° C. and stirred at the same temperature for an hour. Saturated aqueous sodium potassium tartarate solution (10 mL) was added slowly, warmed to room temperature, extracted with EtOAc (2×25 mL), dried (anhydrous Na2SO4) and concentra... Starting materials: BrC1=C(C=C(CCl)C=C1)OC (4-Bromo-3-methoxybenzyl chloride), [C-]#N.[K+] (potassium cyanide). The solvent is C(C)O (ethanol), O (water). Product: BrC1=C(C=C(C=C1)CC#N)OC (4-bromo-3-methoxyphenylacetonitrile). RXN SMILES: [Br:1][C:2]1[CH:9]=[CH:8][C:5]([CH2:6]Cl)=[CH:4][C:3]=1[O:10][CH3:11].[C-:12]#[N:13].[K+]>C(O)C.O>[Br:1][C:2]1[CH:9]=[CH:8][C:5]([CH2:6][C:12]#[N:13])=[CH:4][C:3]=1[O:10][CH3:11] |f:1.2|. Procedure: 4-Bromo-3-methoxybenzyl chloride (23.5 g, 0.1 m) dissolved in ethanol (500 ml) is treated with potassium cyanide (13 g, 0.2 m) dissolved in water. The mixture is warmed and stirred to give 4-bromo-3-methoxyphenylacetonitrile. Starting materials: C, COCOc1ccc(OCc2ccccc2)c(CC#N)c1, C1CCOC1, [Pd]. The product is COCOc1ccc(O)c(CC#N)c1. RXN SMILES: [C:22].[CH2:1]([c:2]1[cH:3][cH:4][cH:5][cH:6][cH:7]1)[O:8][c:9]1[c:10]([CH2:19][C:20]#[N:21])[cH:11][c:12]([O:15][CH2:16][O:17][CH3:18])[cH:13][cH:14]1.[O:24]1[CH2:25][CH2:26][CH2:27][CH2:28]1.[Pd:23]>>[OH:8][c:9]1[c:10]([CH2:19][C:20]#[N:21])[cH:11][c:12]([O:15][CH2:16][O:17][CH3:18])[cH:13][cH:14]1. Reactants: BrC1=C(C#N)C(=CC=C1)F (2-Bromo-6-fluorobenzonitrile), C12(CC3CC(CC(C1)C3)C2)C2NCCC2 (2-adamantan-1-yl-pyrrolidine), C([O-])([O-])=O.[K+].[K+] (potassium carbonate), CS(=O)C (dimethyl sulfoxide). Solvent: C(C)(=O)OCC (ethyl acetate). Run at temperature 130 celsius. The product is C12(CC3CC(CC(C1)C3)C2)C2N(CCC2)C2=C(C#N)C(=CC=C2)Br (2-(2-adamantan-1-yl-pyrrolidin-1-yl)-6-bromo-benzonitrile). As a reaction SMILES: [Br:1][C:2]1[CH:9]=[CH:8][CH:7]=[C:6](F)[C:3]=1[C:4]#[N:5].[C:11]12([CH:21]3[CH2:25][CH2:24][CH2:23][NH:22]3)[CH2:20][CH:15]3[CH2:16][CH:17]([CH2:19][CH:13]([CH2:14]3)[CH2:12]1)[CH2:18]2.C(=O)([O-])[O-].[K+].[K+].CS(C)=O>C(OCC)(=O)C>[C:11]12([CH:21]3[CH2:25][CH2:24][CH2:23][N:22]3[C:6]3[CH:7]=[CH:8][CH:9]=[C:2]([Br:1])[C:3]=3[C:4]#[N:5])[CH2:20][CH:15]3[CH2:14][CH:13]([CH2:19][CH:17]([CH2:16]3)[CH2:18]1)[CH2:12]2 |f:2.3.4|. Reported procedure: 2-Bromo-6-fluorobenzonitrile (900 mg), 2-adamantan-1-yl-pyrrolidine (924 mg), and potassium carbonate (1244 mg) were added to dimethyl sulfoxide and the mixture was heated at 130° C. for 16 hours. The solution was cooled, diluted with ethyl acetate, washed twice with 1M HCl, washed with brine, and dried over anhydrous sodium sulfate. After filtration, the crude material was concentrated under vacuum and purified on silica gel using 5% ethyl acetate (hexanes) to provide the title compound. The reactants are CC1(CCBr)SC2C(NC(=O)Cc3ccccc3)C(=O)N2C1C(=O)OCC(Cl)(Cl)Cl, CC(C)=O, [K+], O, N#C[S-]. Yields the product CC1(CSC#N)SC2C(NC(=O)Cc3ccccc3)C(=O)N2C1C(=O)OCC(Cl)(Cl)Cl. RXN SMILES: [Br:5][CH2:6][CH2:7][C:8]1([CH3:34])[S:9][CH:10]2[N:11]([CH:12]1[C:13](=[O:14])[O:15][CH2:16][C:17]([Cl:18])([Cl:19])[Cl:20])[C:21](=[O:33])[CH:22]2[NH:23][C:24]([CH2:25][c:26]1[cH:27][cH:28][cH:29][cH:30][cH:31]1)=[O:32].[CH3:36][C:37](=[O:38])[CH3:39].[K+:1].[OH2:35].[S-:2][C:3]#[N:4]>>[S:2]([C:3]#[N:4])[CH2:7][C:8]1([CH3:34])[S:9][CH:10]2[N:11]([CH:12]1[C:13](=[O:14])[O:15][CH2:16][C:17]([Cl:18])([Cl:19])[Cl:20])[C:21](=[O:33])[CH:22]2[NH:23][C:24]([CH2:25][c:26]1[cH:27][cH:28][cH:29][cH:30][cH:31]1)=[O:32]. Reactants: C(C)(=O)O[C@@H]1CC2=CC[C@H]3[C@@H]4CC[C@@H]([C@@]4(C)CC[C@@H]3[C@]2([C@@H](C1)C)CO)OC(C)=O (1β-methyl-5-androstene-3β,17β,19-triol 3,17-diacetate). The reagents and catalysts are [Pd] (palladium-on-carbon). Solvent: CO (methanol). Yields the product C(C)(=O)O[C@@H]1C[C@@H]2CC[C@H]3[C@@H]4CC[C@@H]([C@@]4(C)CC[C@@H]3[C@]2([C@@H](C1)C)CO)OC(C)=O (1β-methyl-5α-androstane-3β,17β,19-triol 3,17-diacetate). Reaction SMILES: [C:1]([O:4][C@H:5]1[CH2:22][C@@H:21]([CH3:23])[C@@:20]2([CH2:24][OH:25])[C:7](=[CH:8][CH2:9][C@@H:10]3[C@@H:19]2[CH2:18][CH2:17][C@@:15]2([CH3:16])[C@H:11]3[CH2:12][CH2:13][C@@H:14]2[O:26][C:27](=[O:29])[CH3:28])[CH2:6]1)(=[O:3])[CH3:2]>CO.[Pd]>[C:1]([O:4][C@H:5]1[CH2:22][C@@H:21]([CH3:23])[C@@:20]2([CH2:24][OH:25])[C@@H:7]([CH2:8][CH2:9][C@@H:10]3[C@@H:19]2[CH2:18][CH2:17][C@@:15]2([CH3:16])[C@H:11]3[CH2:12][CH2:13][C@@H:14]2[O:26][C:27](=[O:29])[CH3:28])[CH2:6]1)(=[O:3])[CH3:2]. Procedure details: A solution of 1β-methyl-5-androstene-3β,17β,19-triol 3,17-diacetate in methanol is hydrogenated with a 10% palladium-on-carbon catalyst at atmospheric pressure for about 8 hours. The catalyst is removed by filtration, the filtrate is concentrated to a small volume, cooled and filtered. The residue is crystallized from a solution of hexane to yield 1β-methyl-5α-androstane-3β,17β,19-triol 3,17-diacetate.